This data is from the Open Reaction Database (ORD), a public repository of structured organic reaction records. The task is: describe an organic reaction: reactants, conditions, products, and yield Starting materials: [BH4-], CCOC(C)=O, CCO, COC(=O)c1cc(Cl)nc(N)n1, [Na+], O. Yields the product Nc1nc(Cl)cc(CO)n1. As a reaction SMILES: [BH4-:13].[CH3:15][CH2:16][O:17][C:18](=[O:19])[CH3:20].[CH3:22][CH2:23][OH:24].[NH2:1][c:2]1[n:3][c:4]([Cl:12])[cH:5][c:6]([C:8](=[O:9])[O:10][CH3:11])[n:7]1.[Na+:14].[OH2:21]>>[NH2:1][c:2]1[n:3][c:4]([Cl:12])[cH:5][c:6]([CH2:8][OH:9])[n:7]1.